Dataset: the Open Reaction Database (ORD), a public repository of structured organic reaction records. Task: describe an organic reaction: reactants, conditions, products, and yield The reactants are NC=1C(=NON1)C(=N)NCC(C)C (4-amino-N-isobutyl-1,2,5-oxadiazole-3-carboxamidine), ClCC(C)=O (1-chloropropanone), C([O-])([O-])=O.[K+].[K+] (potassium carbonate). The solvent is CN(C)C=O (DMF). Product: C(C(C)C)N1C(=NC(=C1)C)C=1C(=NON1)N (4-(1-isobutyl-4-methyl-1H-imidazole-2-yl)-1,2,5-oxadiazol-3-amine). Isolated yield 5.6%. Reaction SMILES: [NH2:1][C:2]1[C:3]([C:7]([NH:9][CH2:10][CH:11]([CH3:13])[CH3:12])=[NH:8])=[N:4][O:5][N:6]=1.Cl[CH2:15][C:16](=O)[CH3:17].C(=O)([O-])[O-].[K+].[K+]>CN(C=O)C>[CH2:10]([N:9]1[CH:15]=[C:16]([CH3:17])[N:8]=[C:7]1[C:3]1[C:2]([NH2:1])=[N:6][O:5][N:4]=1)[CH:11]([CH3:13])[CH3:12] |f:2.3.4|. Reported procedure: A mixture of 4-amino-N-isobutyl-1,2,5-oxadiazole-3-carboxamidine (38 mg, 0.2 mmol), 1-chloropropanone (37 mg, 0.4 mmol) and potassium carbonate (55 mg, 0.4 mmol) in DMF (0.5 mL) was microwaved for 20 minutes at 180° C. The crude mixture was purified via Gilson and then a flash pipette column to afford the title compound as a white solid 2.5 mg. HPLC Rt 5.6 min; MS 222.1 as M+1 peak; HPLC Method B Rt 3.4 min. 1HNMR (CDCl3) 6.94 (s, 1H); 5.73 (br, 2H); 4.15 (d, 2H); 2.3 (s, 3H); 2.15 (m, 1H); 0.95... The reactants are N=1N(N=C2C1C=CC=C2)C2=C(C(=CC(=C2)C)CCl)O (2-(2H-Benzotriazol-2-yl)-6-chloromethyl-4-methyl-phenol), CC(CO)CCC(C)(C)C (2,5,5-Trimethyl-hexan-1-ol), [H-].[Na+] (sodium hydride). Solvent: O1CCOCC1 (dioxane). Reaction conditions: temperature 80 celsius, time 1 hour. The product is N=1N(N=C2C1C=CC=C2)C2=C(C(=CC(=C2)C)COCC(CCC(C)(C)C)C)O (2-(2H-Benzotriazol-2-yl)-6-(2,5,5-trimethylhexyloxymethyl)-4-methyl-phenol). Isolated yield 49.1%. RXN SMILES: [N:1]1[N:2]([C:10]2[CH:15]=[C:14]([CH3:16])[CH:13]=[C:12]([CH2:17]Cl)[C:11]=2[OH:19])[N:3]=[C:4]2[CH:9]=[CH:8][CH:7]=[CH:6][C:5]=12.[CH3:20][CH:21]([CH2:24][CH2:25][C:26]([CH3:29])([CH3:28])[CH3:27])[CH2:22][OH:23].[H-].[Na+]>O1CCOCC1>[N:1]1[N:2]([C:10]2[CH:15]=[C:14]([CH3:16])[CH:13]=[C:12]([CH2:17][O:23][CH2:22][CH:21]([CH3:20])[CH2:24][CH2:25][C:26]([CH3:29])([CH3:28])[CH3:27])[C:11]=2[OH:19])[N:3]=[C:4]2[CH:9]=[CH:8][CH:7]=[CH:6][C:5]=12 |f:2.3|. Procedure details: 2-(2H-Benzotriazol-2-yl)-6-chloromethyl-4-methyl-phenol (7.0 g, 25.6 mmol) is partly solved in dioxane (190 mL) at 80° C. 2,5,5-Trimethyl-hexan-1-ol (124.1 g, 731 mmol) and sodium hydride (1.7 g, 42 mmol, 60% in mineral oil) are added subsequently. The orange reaction mixture is stirred at 80° C. for one hour and evaporated to dryness. The residue is dissolved in ethyl acetate and extracted with water. The organic layer is dried over sodium sulphate, filtered and evaporated to dryness. The crude... The reactants are COC(=O)OC1C=C2CC(OC(C)=O)C3OC3C2(C)C2CCC3(C)C(C(C)C4OCC(C)(C)CO4)CCC3C12, CC(=O)OC1CC2=CC=C3C4CCC(C(C)C5OCC(C)(C)CO5)C4(C)CCC3C2(C)C2OC12. Product: COC(=O)OC1C=C2CC(O)C3OC3C2(C)C2CCC3(C)C(C(C)C4OCC(C)(C)CO4)CCC3C12. Reaction SMILES: [C:1](=[O:2])([CH3:3])[O:4][CH:5]1[CH2:6][C:7]2=[CH:8][CH:9]([O:35][C:36](=[O:37])[O:38][CH3:39])[CH:10]3[CH:11]4[CH2:12][CH2:13][CH:14]([CH:15]([CH3:16])[CH:17]5[O:18][CH2:19][C:20]([CH3:23])([CH3:24])[CH2:21][O:22]5)[C:25]4([CH3:34])[CH2:26][CH2:27][CH:28]3[C:29]2([CH3:33])[CH:30]2[CH:31]1[O:32]2.[C:40]([O:41][CH:42]1[CH:43]2[O:44][CH:45]2[C:46]2([CH3:47])[C:48](=[CH:49][CH:50]=[C:51]3[CH:52]2[CH2:53][CH2:54][C:55]2([CH3:56])[CH:57]3[CH2:58][CH2:59][CH:60]2[CH:61]([CH:62]2[O:63][CH2:64][C:65]([CH3:66])([CH3:67])[CH2:68][O:69]2)[CH3:70])[CH2:71]1)(=[O:72])[CH3:73]>>[OH:4][CH:5]1[CH2:6][C:7]2=[CH:8][CH:9]([O:35][C:36](=[O:37])[O:38][CH3:39])[CH:10]3[CH:11]4[CH2:12][CH2:13][CH:14]([CH:15]([CH3:16])[CH:17]5[O:18][CH2:19][C:20]([CH3:23])([CH3:24])[CH2:21][O:22]5)[C:25]4([CH3:34])[CH2:26][CH2:27][CH:28]3[C:29]2([CH3:33])[CH:30]2[CH:31]1[O:32]2. Reactants: O=C1N(Cc2ccc(C(F)(F)F)o2)c2ccccc2C12COc1cc(Br)ccc12, CC(C)(C)OC(=O)N1CCC(N)C1, CC(C)(C)[O-], Cc1ccccc1, [Na+], CC(=O)[O-], CC(=O)[O-], [Pd+2]. Product: CC(C)(C)OC(=O)N1CCC(Nc2ccc3c(c2)OCC32C(=O)N(Cc3ccc(C(F)(F)F)o3)c3ccccc32)C1. Reaction SMILES: [Br:1][c:2]1[cH:3][c:4]2[c:5]([cH:28][cH:29]1)[C:6]1([CH2:7][O:8]2)[C:9](=[O:27])[N:10]([CH2:17][c:18]2[o:19][c:20]([C:23]([F:24])([F:25])[F:26])[cH:21][cH:22]2)[c:11]2[cH:12][cH:13][cH:14][cH:15][c:16]21.[C:30](=[O:31])([O:32][C:33]([CH3:34])([CH3:35])[CH3:36])[N:37]1[CH2:38][CH:39]([NH2:42])[CH2:40][CH2:41]1.[CH3:43][C:44]([CH3:45])([O-:46])[CH3:47].[CH3:49][c:50]1[cH:51][cH:52][cH:53][cH:54][cH:55]1.[Na+:48].[O-:57][C:58]([CH3:59])=[O:60].[O-:61][C:62]([CH3:63])=[O:64].[Pd+2:56]>>[c:2]1([NH:42][CH:39]2[CH2:38][N:37]([C:30](=[O:31])[O:32][C:33]([CH3:34])([CH3:35])[CH3:36])[CH2:41][CH2:40]2)[cH:3][c:4]2[c:5]([cH:28][cH:29]1)[C:6]1([CH2:7][O:8]2)[C:9](=[O:27])[N:10]([CH2:17][c:18]2[o:19][c:20]([C:23]([F:24])([F:25])[F:26])[cH:21][cH:22]2)[c:11]2[cH:12][cH:13][cH:14][cH:15][c:16]21.